From a dataset of the Open Reaction Database (ORD), a public repository of structured organic reaction records. describe an organic reaction: reactants, conditions, products, and yield Reactants: C(C)(C)(C)OC(=O)C(CC(=O)N1C(N(CC1=O)N=CC1=CC=C(O1)C1=CC=C(C=C1)F)=O)N (3-(t-butoxycarbonyl-aminopropionyl)-1-{[5-(4-fluorophenyl) furfurylidene]amino}hydantoin), Cl.C(C)(=O)O (HCl acetic acid). Run at time 4 hour. Yields the product Cl.NCCC(=O)N1C(N(CC1=O)N=CC1=CC=C(O1)C1=CC=C(C=C1)F)=O (3-(3-Aminopropionyl)-1-{[5-(4-fluorophenyl)furfurylidene]amino}hydantoin Hydrochloride). RXN SMILES: C(OC([CH:8]([NH2:33])[CH2:9][C:10]([N:12]1[C:16](=[O:17])[CH2:15][N:14]([N:18]=[CH:19][C:20]2[O:24][C:23]([C:25]3[CH:30]=[CH:29][C:28]([F:31])=[CH:27][CH:26]=3)=[CH:22][CH:21]=2)[C:13]1=[O:32])=[O:11])=O)(C)(C)C.[ClH:34].C(O)(=O)C>>[ClH:34].[NH2:33][CH2:8][CH2:9][C:10]([N:12]1[C:16](=[O:17])[CH2:15][N:14]([N:18]=[CH:19][C:20]2[O:24][C:23]([C:25]3[CH:26]=[CH:27][C:28]([F:31])=[CH:29][CH:30]=3)=[CH:22][CH:21]=2)[C:13]1=[O:32])=[O:11] |f:1.2,3.4|. Procedure: The 3-(t-butoxycarbonyl-aminopropionyl)-1-{[5-(4-fluorophenyl) furfurylidene]amino}hydantoin (10.4 g, 0.023 mole) was added to 3% HCl/acetic acid (125 ml) and stirred for 4 hours. The yellow solid was filtered, washed with nitromethane and ether to yield 7 g, 28%, m.p. 195°-197° C. The reactants are ClC1=C(SC(=C1)Cl)C (3,5-Dichloro-2-methyl-thiophene), C1CC(=O)N(C1=O)Br (NBS). The reagents and catalysts are C(C1=CC=CC=C1)(=O)OOC(C1=CC=CC=C1)=O (benzoyl peroxide). Run in CCCCCC (hexane), C(Cl)(Cl)(Cl)Cl (carbon tetrachloride). Reaction conditions: temperature 0 celsius. The product is BrCC=1SC(=CC1Cl)Cl (2-Bromomethyl-3,5-dichloro-thiophene). Isolated yield 55.3%. As a reaction SMILES: [Cl:1][C:2]1[CH:6]=[C:5]([Cl:7])[S:4][C:3]=1[CH3:8].C1C(=O)N([Br:16])C(=O)C1>C(Cl)(Cl)(Cl)Cl.CCCCCC.C(OOC(=O)C1C=CC=CC=1)(=O)C1C=CC=CC=1>[Br:16][CH2:8][C:3]1[S:4][C:5]([Cl:7])=[CH:6][C:2]=1[Cl:1]. Reported procedure: A solution of 3,5-Dichloro-2-methyl-thiophene (1.3 grams, 7.8 mmole), NBS (1.4 grams, 7.8 mmole) and benzoyl peroxide (0.065 g) in carbon tetrachloride (40 ml) was refluxed for 18 hours. The mixture was cooled to 0° C., diluted with 40 ml hexane and filtered. The filtrate was concentrated to an oil which was purified via flash chromatography on silica using hexane as eluent to give an oil (1.06 g). MW 245.95; MS (m/e) 246 (M++1).